Dataset: the Open Reaction Database (ORD), a public repository of structured organic reaction records. Task: describe an organic reaction: reactants, conditions, products, and yield Starting materials: NC1=C(C=C(C=C1)SCCC#N)[N+](=O)[O-] (1-amino-2-nitro-4-(2-cyanoethylthio)benzene), ferrous sulfate, CO (methanol), ferrous sulfate. The reagents and catalysts are [Fe] (iron), [Fe] (iron). The solvent is O (water). Conditions: time 2 hour. The product is NC1=C(C=C(C=C1)SCCC#N)N (1,2-Diamino-4-(2-cyanoethylthio)benzene). Reaction SMILES: [NH2:1][C:2]1[CH:7]=[CH:6][C:5]([S:8][CH2:9][CH2:10][C:11]#[N:12])=[CH:4][C:3]=1[N+:13]([O-])=O.CO>[Fe].O>[NH2:1][C:2]1[CH:7]=[CH:6][C:5]([S:8][CH2:9][CH2:10][C:11]#[N:12])=[CH:4][C:3]=1[NH2:13]. Reported procedure: 2.3 G. of 1-amino-2-nitro-4-(2-cyanoethylthio)benzene in 30 ml. of methanol and 6 ml. of water is treated with 2.5 g. of ferrous sulfate and 3.3 g. of iron powder at reflux. After 2 hours, 1.25 g. of ferrous sulfate and 3.3 g. of iron powder are added and heating is continued for four hours. The mixture is poured into 600 ml. of hot tetrahydrofuran and filtered. 1,2-Diamino-4-(2-cyanoethylthio)benzene is obtained from the filtrate by evaporation. Reactants: O=C([O-])[O-], COS(=O)(=O)OC, CC(C)=O, O=C(O)C=Cc1ccc(Cl)c(Cl)c1, [K+], [K+]. The product is COC(=O)C=Cc1ccc(Cl)c(Cl)c1. Reaction SMILES: [C:21](=[O:22])([O-:23])[O-:24].[CH3:14][O:15][S:16]([O:17][CH3:18])(=[O:19])=[O:20].[CH3:27][C:28](=[O:29])[CH3:30].[Cl:1][c:2]1[cH:3][c:4]([CH:5]=[CH:6][C:7](=[O:8])[OH:9])[cH:10][cH:11][c:12]1[Cl:13].[K+:25].[K+:26]>>[Cl:1][c:2]1[cH:3][c:4]([CH:5]=[CH:6][C:7](=[O:8])[O:9][CH3:14])[cH:10][cH:11][c:12]1[Cl:13]. The reactants are C(C)(C)(C)OC(=O)NC(C(=O)O)C1=CC=C(C=C1)OCCCOC (tert-butoxycarbonylamino-[4-(3-methoxy-propoxy)-phenyl]-acetic acid), C(C)(C)(C)OC(=O)NC(C(=O)O)C1=CC=C(C=C1)OCCN1CCCC1 (tert-butoxycarbonylamino-[4-(2-pyrrolidin-1-yl-ethoxy)-phenyl]-acetic acid), BrCCCOC (1-bromo-3-methoxy-propane). Run in example 4 ( o ). Product: C(C)(C)(C)OC(=O)N[C@@H](C(=O)O)C1=CC=C(C=C1)OCCCOC ((R)-tert-Butoxycarbonylamino-[4-(3-methoxy-propoxy)-phenyl]-acetic acid). Reaction SMILES: [C:1]([O:5][C:6]([NH:8][CH:9]([C:13]1[CH:18]=[CH:17][C:16]([O:19][CH2:20][CH2:21][CH2:22][O:23][CH3:24])=[CH:15][CH:14]=1)[C:10]([OH:12])=[O:11])=[O:7])([CH3:4])([CH3:3])[CH3:2].C(OC(NC(C1C=CC(OCCN2CCCC2)=CC=1)C(O)=O)=O)(C)(C)C.BrCCCOC>>[C:1]([O:5][C:6]([NH:8][C@H:9]([C:13]1[CH:14]=[CH:15][C:16]([O:19][CH2:20][CH2:21][CH2:22][O:23][CH3:24])=[CH:17][CH:18]=1)[C:10]([OH:12])=[O:11])=[O:7])([CH3:4])([CH3:3])[CH3:2]. Reported procedure: Prepared as described in example 3 except that tert-butoxycarbonylamino-[4-(3-methoxy-propoxy)-phenyl]-acetic acid was used in place of tert-butoxycarbonylamino-(3-fluoro-4-methoxy-phenyl)-acetic acid in step 7. (R)-tert-Butoxycarbonylamino-[4-(3-methoxy-propoxy)-phenyl]-acetic acid was prepared in a manner similar to that described for the preparation of tert-butoxycarbonylamino-[4-(2-pyrrolidin-1-yl-ethoxy)-phenyl]-acetic acid in example 4 (o) except that 1-bromo-3-methoxy-propane was used in ...